This data is from the Open Reaction Database (ORD), a public repository of structured organic reaction records. The task is: describe an organic reaction: reactants, conditions, products, and yield Starting materials: N1C2=C(NC(C1=O)=O)SC=C2 (Thieno[2,3-b]pyrazine-2,3(1H,4H)-dione), BrBr (bromine). The solvent is C(C)(=O)O (acetic acid). The product is BrC1=CC2=C(NC(C(N2)=O)=O)S1 (6-Bromothieno[2,3-b]pyrazine-2,3(1H,4H)-dione). Yield: 90.6%. Reaction SMILES: [NH:1]1[C:6](=[O:7])[C:5](=[O:8])[NH:4][C:3]2[S:9][CH:10]=[CH:11][C:2]1=2.[Br:12]Br>C(O)(=O)C>[Br:12][C:10]1[S:9][C:3]2[NH:4][C:5](=[O:8])[C:6](=[O:7])[NH:1][C:2]=2[CH:11]=1. Procedure details: Thieno[2,3-b]pyrazine-2,3(1H,4H)-dione (0.10 g, 0.59 mmol) was reacted with bromine (0.095 g, 0.59 mmol) in acetic acid following the procedure outlined in example 3 (Method E). Yield 0.132 g (91%) of the title compound. M.p. >300° C. 1H-NMR (DMSO-D6, δ): 6.87 (s, 1H), 12.05 (s, 2H). Reactants: O=C([O-])[O-], COc1ccc(B(O)O)cc1OC, COCCOC, Clc1ccc(C23CCCN(CCC2)C3)cn1, [K+], [K+], [Na+], [Na+], O=C([O-])[O-], O, Cl[Pd]Cl, c1ccc(P(c2ccccc2)c2ccccc2)cc1, c1ccc(P(c2ccccc2)c2ccccc2)cc1. Yields the product COc1ccc(-c2ccc(C34CCCN(CCC3)C4)cn2)cc1OC. As a reaction SMILES: [C:30](=[O:31])([O-:32])[O-:33].[CH3:17][O:18][c:19]1[cH:20][c:21]([B:27]([OH:28])[OH:29])[cH:22][cH:23][c:24]1[O:25][CH3:26].[CH3:43][O:44][CH2:45][CH2:46][O:47][CH3:48].[Cl:1][c:2]1[cH:3][cH:4][c:5]([C:8]23[CH2:9][CH2:10][CH2:11][N:12]([CH2:13][CH2:14][CH2:15]2)[CH2:16]3)[cH:6][n:7]1.[K+:34].[K+:35].[Na+:36].[Na+:37].[O-:38][C:39](=[O:40])[O-:41].[OH2:42].[Pd:49]([Cl:50])[Cl:51].[c:52]1([P:53]([c:54]2[cH:55][cH:56][cH:57][cH:58][cH:59]2)[c:60]2[cH:61][cH:62][cH:63][cH:64][cH:65]2)[cH:66][cH:67][cH:68][cH:69][cH:70]1.[c:71]1([P:72]([c:73]2[cH:74][cH:75][cH:76][cH:77][cH:78]2)[c:79]2[cH:80][cH:81][cH:82][cH:83][cH:84]2)[cH:85][cH:86][cH:87][cH:88][cH:89]1>>[c:2]1(-[c:21]2[cH:20][c:19]([O:18][CH3:17])[c:24]([O:25][CH3:26])[cH:23][cH:22]2)[cH:3][cH:4][c:5]([C:8]23[CH2:9][CH2:10][CH2:11][N:12]([CH2:13][CH2:14][CH2:15]2)[CH2:16]3)[cH:6][n:7]1. The reagents and catalysts are C=1C=CC(=CC1)[P](C=2C=CC=CC2)(C=3C=CC=CC3)[Pd]([P](C=4C=CC=CC4)(C=5C=CC=CC5)C=6C=CC=CC6)([P](C=7C=CC=CC7)(C=8C=CC=CC8)C=9C=CC=CC9)[P](C=1C=CC=CC1)(C=1C=CC=CC1)C=1C=CC=CC1 (Tetrakis(triphenylphosphine)palladium(0)). Run in COCCOC (1,2-dimethoxyethane), C([O-])(O)=O.[Na+] (sodium bicarbonate). As a reaction SMILES: [C:1]([O:5][C:6]([NH:8][C:9]1[CH:14]=[CH:13][CH:12]=[CH:11][C:10]=1[NH:15][C:16](=[O:32])[C:17]1[CH:22]=[CH:21][C:20](B2OC(C)(C)C(C)(C)O2)=[CH:19][CH:18]=1)=[O:7])([CH3:4])([CH3:3])[CH3:2].FC(F)(F)S(O[C:39]1[CH2:40][CH2:41][N:42]([C:45]([O:47][CH2:48][C:49]2[CH:54]=[CH:53][CH:52]=[CH:51][CH:50]=2)=[O:46])[CH2:43][CH:44]=1)(=O)=O>COCCOC.C(=O)(O)[O-].[Na+].C1C=CC([P]([Pd]([P](C2C=CC=CC=2)(C2C=CC=CC=2)C2C=CC=CC=2)([P](C2C=CC=CC=2)(C2C=CC=CC=2)C2C=CC=CC=2)[P](C2C=CC=CC=2)(C2C=CC=CC=2)C2C=CC=CC=2)(C2C=CC=CC=2)C2C=CC=CC=2)=CC=1>[C:1]([O:5][C:6]([NH:8][C:9]1[CH:14]=[CH:13][CH:12]=[CH:11][C:10]=1[NH:15][C:16]([C:17]1[CH:22]=[CH:21][C:20]([C:39]2[CH2:44][CH2:43][N:42]([C:45]([O:47][CH2:48][C:49]3[CH:50]=[CH:51][CH:52]=[CH:53][CH:54]=3)=[O:46])[CH2:41][CH:40]=2)=[CH:19][CH:18]=1)=[O:32])=[O:7])([CH3:3])([CH3:4])[CH3:2] |f:3.4,^1:71,73,92,111|. Isolated yield 80.5%. Procedure details: Tetrakis(triphenylphosphine)palladium(0) (8.0 g, 6.92 mmol) was added to a stirred suspension of N-(2-t-butoxycarbonylaminophenyl)-4-(4,4,5,5-tetramethyl-1,3,2,-dioxaborolan-2-yl)benzamide (288 g, 657 mmol; prepared as described in International Patent Publication number WO 03/087057, Method 13, page 60) and benzyl 4-{[(trifluoromethyl)sulfonyl]oxy}-3,6-dihydropyridine-1(2H)-carboxylate (240 g, 657 mmol; prepared as described in Method 3 below) in 1,2-dimethoxyethane (3000 ml) and saturated aque... Run at temperature 80 celsius. Starting materials: C(C)(C)(C)OC(=O)NC1=C(C=CC=C1)NC(C1=CC=C(C=C1)B1OC(C(O1)(C)C)(C)C)=O (N-(2-t-butoxycarbonylaminophenyl)-4-(4,4,5,5-tetramethyl-1,3,2,-dioxaborolan-2-yl)benzamide), FC(S(=O)(=O)OC=1CCN(CC1)C(=O)OCC1=CC=CC=C1)(F)F (benzyl 4-{[(trifluoromethyl)sulfonyl]oxy}-3,6-dihydropyridine-1(2H)-carboxylate). Product: C(C)(C)(C)OC(=O)NC1=C(C=CC=C1)NC(=O)C1=CC=C(C=C1)C=1CCN(CC1)C(=O)OCC1=CC=CC=C1 (Benzyl 4-{4-[({2-[(tert-butoxycarbonyl)amino]phenyl}amino)carbonyl]phenyl}-3,6-dihydropyridine-1(2H)-carboxylate). Starting materials: C1CCOC1, Cc1c(C(C)C(C)(C)C(=O)O)n(Cc2ccc(Cl)cc2)c2ccc(OCc3ccc4ccccc4c3)cc12, CO, Cl, [Li+], [OH-]. Product: Cc1c(CC(C)(C)C(=O)O)n(Cc2ccc(Cl)cc2)c2ccc(OCc3ccc4ccccc4c3)cc12. RXN SMILES: [CH2:39]1[O:40][CH2:41][CH2:42][CH2:43]1.[CH3:1][CH:2]([C:3]([C:4](=[O:5])[OH:6])([CH3:7])[CH3:8])[c:9]1[n:10]([CH2:31][c:32]2[cH:33][cH:34][c:35]([Cl:38])[cH:36][cH:37]2)[c:11]2[cH:12][cH:13][c:14]([O:19][CH2:20][c:21]3[cH:22][c:23]4[cH:24][cH:25][cH:26][cH:27][c:28]4[cH:29][cH:30]3)[cH:15][c:16]2[c:17]1[CH3:18].[CH3:47][OH:48].[ClH:46].[Li+:45].[OH-:44]>>[CH2:2]([C:3]([C:4](=[O:5])[OH:6])([CH3:7])[CH3:8])[c:9]1[n:10]([CH2:31][c:32]2[cH:33][cH:34][c:35]([Cl:38])[cH:36][cH:37]2)[c:11]2[cH:12][cH:13][c:14]([O:19][CH2:20][c:21]3[cH:22][c:23]4[cH:24][cH:25][cH:26][cH:27][c:28]4[cH:29][cH:30]3)[cH:15][c:16]2[c:17]1[CH3:18]. As a reaction SMILES: [Br:22][CH2:23][c:24]1[cH:25][cH:26][c:27]([CH2:28][CH2:29][CH:30]2[CH2:31][CH2:32][O:33][CH2:34][CH2:35]2)[cH:36][cH:37]1.[C:38](=[O:39])([O-:40])[O-:41].[CH3:44][C:45]#[N:46].[K+:42].[K+:43].[NH2:1][C:2]([CH:3]([CH2:4][CH2:5][C:6](=[O:7])[O:8][CH3:9])[N:10]1[C:11](=[O:20])[c:12]2[cH:13][cH:14][cH:15][c:16]([OH:19])[c:17]2[CH2:18]1)=[O:21]>>[NH2:1][C:2]([CH:3]([CH2:4][CH2:5][C:6](=[O:7])[O:8][CH3:9])[N:10]1[C:11](=[O:20])[c:12]2[cH:13][cH:14][cH:15][c:16]([O:19][CH2:23][c:24]3[cH:25][cH:26][c:27]([CH2:28][CH2:29][CH:30]4[CH2:31][CH2:32][O:33][CH2:34][CH2:35]4)[cH:36][cH:37]3)[c:17]2[CH2:18]1)=[O:21]. Starting materials: BrCc1ccc(CCC2CCOCC2)cc1, O=C([O-])[O-], CC#N, [K+], [K+], COC(=O)CCC(C(N)=O)N1Cc2c(O)cccc2C1=O. Product: COC(=O)CCC(C(N)=O)N1Cc2c(OCc3ccc(CCC4CCOCC4)cc3)cccc2C1=O. Starting materials: BrC1=CC(=CC=2NC(=NC21)N2CCN(CC2)C2=NC=CC=C2C(F)(F)F)C(F)(F)F (4-Bromo-6-trifluoromethyl-2-[4-(3-trifluoromethylpyridin-2-yl)piperazin-1-yl]-1H-benzoimidazole), C[Si](CCOCCl)(C)C (2-(trimethylsilyl)ethoxymethyl chloride). The solvent is C(Cl)Cl (CH2Cl2). Yields the product BrC1=CC(=CC=2N(C(=NC21)N2CCN(CC2)C2=NC=CC=C2C(F)(F)F)COCC[Si](C)(C)C)C(F)(F)F (4-Bromo-6-trifluoromethyl-2-[4-(3-trifluoromethyl-pyridin-2-yl)-piperazin-1-yl]-1-(2-trimethylsilanyl-ethoxymethyl)-1H-benzoimidazole). RXN SMILES: [Br:1][C:2]1[C:10]2[N:9]=[C:8]([N:11]3[CH2:16][CH2:15][N:14]([C:17]4[C:22]([C:23]([F:26])([F:25])[F:24])=[CH:21][CH:20]=[CH:19][N:18]=4)[CH2:13][CH2:12]3)[NH:7][C:6]=2[CH:5]=[C:4]([C:27]([F:30])([F:29])[F:28])[CH:3]=1.[CH3:31][Si:32]([CH3:39])([CH3:38])[CH2:33][CH2:34][O:35][CH2:36]Cl>C(Cl)Cl>[Br:1][C:2]1[C:10]2[N:9]=[C:8]([N:11]3[CH2:12][CH2:13][N:14]([C:17]4[C:22]([C:23]([F:24])([F:25])[F:26])=[CH:21][CH:20]=[CH:19][N:18]=4)[CH2:15][CH2:16]3)[N:7]([CH2:36][O:35][CH2:34][CH2:33][Si:32]([CH3:39])([CH3:38])[CH3:31])[C:6]=2[CH:5]=[C:4]([C:27]([F:30])([F:28])[F:29])[CH:3]=1. Procedure: 4-Bromo-6-trifluoromethyl-2-[4-(3-trifluoromethyl-pyridin-2-yl)-piperazin-1-yl]-1H-benzoimidazole (2 g, 4 mmol, Example 7) in CH2Cl2 (20 mL) reacted with 2-(trimethylsilyl)ethoxymethyl chloride (660 mg, 4 mmol, Aldrich) under the conditions of Example 127a to give the title compound as a light-brown oil. MS (ESI, pos. ion) m/z: 564.4 (M+1). The reactants are BrC1=C(C(=C(C=C1)F)C)F (Bromo-2,4-difluoro-3-methyl-benzene), BrN1C(CCC1=O)=O (N-bromosuccinimide). Reagents/catalysts: C(C1=CC=CC=C1)(=O)OOC(C1=CC=CC=C1)=O (Dibenzoylperoxide). The solvent is ClC(Cl)(Cl)Cl (tetrachloromethane). Yields the product BrC1=C(C(=C(C=C1)F)CBr)F (1-Bromo-3-(bromomethyl)-2,4-difluoro-benzene). The yield is 105.3%. Reaction SMILES: [Br:1][C:2]1[CH:7]=[CH:6][C:5]([F:8])=[C:4]([CH3:9])[C:3]=1[F:10].[Br:11]N1C(=O)CCC1=O>ClC(Cl)(Cl)Cl.C(OOC(=O)C1C=CC=CC=1)(=O)C1C=CC=CC=1>[Br:1][C:2]1[CH:7]=[CH:6][C:5]([F:8])=[C:4]([CH2:9][Br:11])[C:3]=1[F:10]. Reported procedure: Bromo-2,4-difluoro-3-methyl-benzene (22 g, 0.106 M) and N-bromosuccinimide (22.7 g, 0.128 M) were dissolved in tetrachloromethane (800 mL). Dibenzoylperoxide (0.52 g, 2 mM) was added and the mixture was irradiated for 1 h. Succinimide was removed by filtration of the cooled mixture and the filtrate was washed with water. The water phase was extracted with dichloromethane. Organic phases were pooled, dried with MgSO4 and and evaporated to yield a yellowish oil (32 g). The residue was purified by ...